From a dataset of the Open Reaction Database (ORD), a public repository of structured organic reaction records. describe an organic reaction: reactants, conditions, products, and yield The reactants are C#CCN, CCO, O, NC(=S)Cc1ccccn1. The product is C#CCNC(=S)Cc1ccccn1. RXN SMILES: [CH2:12]([C:13]#[CH:14])[NH2:15].[CH3:16][CH2:17][OH:18].[OH2:11].[n:1]1[c:2]([CH2:7][C:8](=[S:9])[NH2:10])[cH:3][cH:4][cH:5][cH:6]1>>[n:1]1[c:2]([CH2:7][C:8](=[S:9])[NH:10][CH2:14][C:13]#[CH:12])[cH:3][cH:4][cH:5][cH:6]1. Starting materials: ClC1=CC=NC2=NC=CC=C12 (4-Chloro-[1,8]naphthyridine), NC1=C(C=CC(=C1)OCC1=CC=C(C=C1)Cl)SC1=CC=C(C=C1)O (4-[2-Amino-4-(4-chloro-benzyloxy)-phenylsulfanyl]-phenol). Yields the product ClC1=CC=C(COC2=CC(=C(C=C2)SC2=CC=C(C=C2)O)NC2=CC=NC3=NC=CC=C23)C=C1 (4-[4-(4-Chloro-benzyloxy)-2-([1,8]naphthyridin-4-ylamino)-phenylsulfanyl]-phenol). As a reaction SMILES: Cl[C:2]1[C:11]2[C:6](=[N:7][CH:8]=[CH:9][CH:10]=2)[N:5]=[CH:4][CH:3]=1.[NH2:12][C:13]1[CH:18]=[C:17]([O:19][CH2:20][C:21]2[CH:26]=[CH:25][C:24]([Cl:27])=[CH:23][CH:22]=2)[CH:16]=[CH:15][C:14]=1[S:28][C:29]1[CH:34]=[CH:33][C:32]([OH:35])=[CH:31][CH:30]=1>>[Cl:27][C:24]1[CH:25]=[CH:26][C:21]([CH2:20][O:19][C:17]2[CH:16]=[CH:15][C:14]([S:28][C:29]3[CH:34]=[CH:33][C:32]([OH:35])=[CH:31][CH:30]=3)=[C:13]([NH:12][C:2]3[C:11]4[C:6](=[N:7][CH:8]=[CH:9][CH:10]=4)[N:5]=[CH:4][CH:3]=3)[CH:18]=2)=[CH:22][CH:23]=1. Procedure details: The product from Example 16c (50 mg, 0.30 mmol) was reacted with the product from Example 143a (107 mg, 0.30 mmol) for 24 h following the procedure from Example 1g giving the crude title compound which was purified by HPLC with TFA providing the product as a trifluoroacetic acid (50 mg, 27%). 1H NMR (300 MHz, DMSO-d6) δ ppm: 5.14 (s, 2H) 6.31 (d, J=7.36 Hz, 1H) 6.64 (d, J=8.82 Hz, 2H) 7.05-7.40 (m, J=8.46 Hz, 4H) 7.46 (m, J=5.52 Hz, 3H) 7.93 (m, J=4.41 Hz, 1H) 8.48 (d, J=6.98 Hz, 1H) 9.17 (m, J=... Reported procedure: To a solution of pyrimidine-4-carboxylic acid (261 mg, 2.00 mmol) and DIPEA (0.52 mL, 2.96 mmol) in DMF (8 mL) was added methyl isocyanoacetate (0.28 mL, 2.93 mmol) at rt. The resulting yellow solution was stirred at rt for 5 min and cooled to 0° C. DPPA (0.54 mL, 2.43 mmol) was then added and the resulting solution was stirred at 0° C. for 1 h and at rt for 30 min. Aq. sat. NaHCO3-solution was added and the mixture extracted with EtOAc (4×). The combined organic extracts were dried (Na2SO4), fi... Yields the product N1=CN=C(C=C1)C1=C(N=CO1)C(=O)OC (methyl 5-(pyrimidin-4-yl)oxazole-4-carboxylate). Reactants: C=1C=CC(=CC1)P(=O)(C=2C=CC=CC2)N=[N+]=[N-] (DPPA), C(=O)(O)[O-].[Na+] (NaHCO3), N1=CN=C(C=C1)C(=O)O (pyrimidine-4-carboxylic acid), CCN(C(C)C)C(C)C (DIPEA), [N+](#[C-])CC(=O)OC (methyl isocyanoacetate). Run at time 5 minute. Solvent: CN(C)C=O (DMF). Reaction SMILES: [N:1]1[CH:6]=[CH:5][C:4]([C:7]([OH:9])=O)=[N:3][CH:2]=1.CCN(C(C)C)C(C)C.[N+:19]([CH2:21][C:22]([O:24][CH3:25])=[O:23])#[C-:20].C1C=CC(P(N=[N+]=[N-])(C2C=CC=CC=2)=O)=CC=1.C([O-])(O)=O.[Na+]>CN(C=O)C>[N:1]1[CH:6]=[CH:5][C:4]([C:7]2[O:9][CH:20]=[N:19][C:21]=2[C:22]([O:24][CH3:25])=[O:23])=[N:3][CH:2]=1 |f:4.5|. Starting materials: CO, C[O-], Cl, O=C(O)C(F)(F)F, NO, [Na+], COC(=O)C1CC2(CCCO2)CC1NC(=O)c1ccc(C2CCS(=O)(=O)c3ccccc32)cc1. The product is O=C(O)C(F)(F)F, O=C(NC1CC2(CCCO2)CC1C(=O)NO)c1ccc(C2CCS(=O)(=O)c3ccccc32)cc1. As a reaction SMILES: [CH3:45][OH:46].[CH3:47][O-:48].[ClH:42].[F:35][C:36]([C:37](=[O:38])[OH:39])([F:40])[F:41].[NH2:43][OH:44].[Na+:49].[O:1]=[S:2]1(=[O:34])[CH2:3][CH2:4][CH:5]([c:12]2[cH:13][cH:14][c:15]([C:16](=[O:17])[NH:18][CH:19]3[CH:20]([C:28](=[O:29])[O:30][CH3:31])[CH2:21][C:22]4([CH2:23][CH2:24][CH2:25][O:26]4)[CH2:27]3)[cH:32][cH:33]2)[c:6]2[c:7]1[cH:8][cH:9][cH:10][cH:11]2>>[F:35][C:36]([C:37](=[O:38])[OH:39])([F:40])[F:41].[O:1]=[S:2]1(=[O:34])[CH2:3][CH2:4][CH:5]([c:12]2[cH:13][cH:14][c:15]([C:16](=[O:17])[NH:18][CH:19]3[CH:20]([C:28](=[O:29])[NH:43][OH:44])[CH2:21][C:22]4([CH2:23][CH2:24][CH2:25][O:26]4)[CH2:27]3)[cH:32][cH:33]2)[c:6]2[c:7]1[cH:8][cH:9][cH:10][cH:11]2. The reactants are S1C(=CC=C1)S(=O)(=O)Cl (thiophene-2-sulfonyl chloride), Intermediate 14, NC=1C(=C(C=CC1)C=1N=C(SC1C1=NC(=NC=C1)N)C(C)(C)C)F (4-[4-(3-amino-2-fluorophenyl)-2-(1,1-dimethylethyl)-1,3-thiazol-5-yl]-2-pyrimidinamine). The product is NC1=NC=CC(=N1)C1=C(N=C(S1)C(C)(C)C)C=1C(=C(C=CC1)NS(=O)(=O)C=1SC=CC1)F (N-{3-[5-(2-amino-4-pyrimidinyl)-2-(1,1-dimethylethyl)-1,3-thiazol-4-yl]-2-fluorophenyl}-2-thiophenesulfonamide), solid. Yield: 65.0%. RXN SMILES: [NH2:1][C:2]1[C:3]([F:24])=[C:4]([C:8]2[N:9]=[C:10]([C:20]([CH3:23])([CH3:22])[CH3:21])[S:11][C:12]=2[C:13]2[CH:18]=[CH:17][N:16]=[C:15]([NH2:19])[N:14]=2)[CH:5]=[CH:6][CH:7]=1.[S:25]1[CH:29]=[CH:28][CH:27]=[C:26]1[S:30](Cl)(=[O:32])=[O:31]>>[NH2:19][C:15]1[N:14]=[C:13]([C:12]2[S:11][C:10]([C:20]([CH3:21])([CH3:23])[CH3:22])=[N:9][C:8]=2[C:4]2[C:3]([F:24])=[C:2]([NH:1][S:30]([C:26]3[S:25][CH:29]=[CH:28][CH:27]=3)(=[O:32])=[O:31])[CH:7]=[CH:6][CH:5]=2)[CH:18]=[CH:17][N:16]=1. Procedure: Following a procedure analogous to the procedure described in Intermediate 14 using 4-[4-(3-amino-2-fluorophenyl)-2-(1,1-dimethylethyl)-1,3-thiazol-5-yl]-2-pyrimidinamine (100 mg, 0.291 mmol) and thiophene-2-sulfonyl chloride (80 mg, 0.437 mmol), the title compound was obtained as a white solid (93 mg, 65% yield). MS (ESI): 489.9 [M+H]+. Starting materials: N1(C=NC=C1)CC(=O)C1=CC=C(C=C1)OC (2-(1H-imidazol-1-yl)-4'-methoxyacetophenone), C(C1=CC=CC=C1)NO (N-benzylhydroxylamine). Product: N1(C=NC=C1)CC(=[N+](CC1=CC=CC=C1)[O-])C1=CC=CC=C1 (2-(1H-Imidazol-1-yl)-1-phenyl-N-(phenylmethyl)ethanimine N-oxide). As a reaction SMILES: [N:1]1([CH2:6][C:7]([C:9]2[CH:14]=[CH:13][C:12](OC)=[CH:11][CH:10]=2)=O)[CH:5]=[CH:4][N:3]=[CH:2]1.[CH2:17]([NH:24][OH:25])[C:18]1[CH:23]=[CH:22][CH:21]=[CH:20][CH:19]=1>>[N:1]1([CH2:6][C:7]([C:9]2[CH:14]=[CH:13][CH:12]=[CH:11][CH:10]=2)=[N+:24]([O-:25])[CH2:17][C:18]2[CH:23]=[CH:22][CH:21]=[CH:20][CH:19]=2)[CH:5]=[CH:4][N:3]=[CH:2]1. Reported procedure: 2-(1H-Imidazol-1-yl)-1-phenyl-N-(phenylmethyl)ethanimine N-oxide (2, R1 =R2 =C6H5, X=CH) Compound 2 (R1 =R2 =C6H5, X=CH) was prepared by the procedure described in Example 1, Method B, by reacting 2-(1H-imidazol-1-yl)acetophenone (1, R1 =C6H5, X=CH) with N-benzylhydroxylamine. Compound 2 (R1 =R2 =C6H5, X=CH) was obtained as a light yellow oil. Starting materials: resultant mixture, CN(CCN(C)C)C (Tetramethylethylenediamine), BrC1=CC=CC(=N1)OC (6-bromo-2-methoxypyridine), FC1=CC=C(CCN2CCC(CC2)N2CCC3=CC=C(C=C23)C=O)C=C1 (1-[1-(4-fluorophenethyl)piperidin-4-yl]-6-formylindoline). Solvent: C(C)OCC (diethyl ether). Yields the product FC1=CC=C(CCN2CCC(CC2)N2CCC3=CC=C(C=C23)C(C2=CC=CC(=N2)OC)O)C=C1 (1-[1-(4-fluorophenethyl)-piperidin-4-yl]-6-[1-hydroxy-1-(2-methoxypyridin-6-yl)-methyl]indoline). Isolated yield 76.5%. RXN SMILES: CN(C)CCN(C)C.Br[C:10]1[N:15]=[C:14]([O:16][CH3:17])[CH:13]=[CH:12][CH:11]=1.[F:18][C:19]1[CH:43]=[CH:42][C:22]([CH2:23][CH2:24][N:25]2[CH2:30][CH2:29][CH:28]([N:31]3[C:39]4[C:34](=[CH:35][CH:36]=[C:37]([CH:40]=[O:41])[CH:38]=4)[CH2:33][CH2:32]3)[CH2:27][CH2:26]2)=[CH:21][CH:20]=1>C(OCC)C>[F:18][C:19]1[CH:43]=[CH:42][C:22]([CH2:23][CH2:24][N:25]2[CH2:26][CH2:27][CH:28]([N:31]3[C:39]4[C:34](=[CH:35][CH:36]=[C:37]([CH:40]([OH:41])[C:10]5[N:15]=[C:14]([O:16][CH3:17])[CH:13]=[CH:12][CH:11]=5)[CH:38]=4)[CH2:33][CH2:32]3)[CH2:29][CH2:30]2)=[CH:21][CH:20]=1. Procedure details: Tetramethylethylenediamine (0.26 ml) was added to 6-bromo-2-methoxypyridine (0.32 g) synthesized in accordance with the method described in Tetrahedron, 1373 (1985). and 1-[1-(4-fluorophenethyl)piperidin-4-yl]-6-formylindoline (0.4 g) and diethyl ether was employed as the solvent. The resultant mixture was treated as in Example 93 to give the title compound (0.401 g) as colorless crystals (yield: 76.5%). Product: COC(=O)C(CC(=O)N1CCC(N2CCc3ccccc3NC2=O)CC1)Cc1cc(C)c(OCc2ccccc2)c(C)c1. Starting materials: F[B-](F)(F)F, COC(=O)C(CC(=O)[O-])Cc1cc(C)c(OCc2ccccc2)c(C)c1, CCN(C(C)C)C(C)C, C1CCOC1, CCOC(C)=O, O=C1Nc2ccccc2CCN1C1CCNCC1, CN(C)C=O, CN(C)C(On1nnc2ccccc21)=[N+](C)C. Reaction SMILES: [B-:27]([F:28])([F:29])([F:30])[F:31].[CH2:1]([c:2]1[cH:3][cH:4][cH:5][cH:6][cH:7]1)[O:8][c:9]1[c:10]([CH3:26])[cH:11][c:12]([CH2:13][CH:14]([C:15](=[O:16])[O:17][CH3:18])[CH2:19][C:20](=[O:21])[O-:22])[cH:23][c:24]1[CH3:25].[CH2:49]([N:50]([CH:51]([CH3:52])[CH3:53])[CH:54]([CH3:55])[CH3:56])[CH3:57].[CH2:76]1[O:77][CH2:78][CH2:79][CH2:80]1.[CH3:86][CH2:87][O:88][C:89]([CH3:90])=[O:91].[NH:58]1[CH2:59][CH2:60][CH:61]([N:64]2[C:65](=[O:75])[NH:66][c:67]3[c:68]([cH:71][cH:72][cH:73][cH:74]3)[CH2:69][CH2:70]2)[CH2:62][CH2:63]1.[O:81]=[CH:82][N:83]([CH3:84])[CH3:85].[n:32]1([O:33][C:34]([N:35]([CH3:36])[CH3:37])=[N+:38]([CH3:39])[CH3:40])[c:41]2[cH:42][cH:43][cH:44][cH:45][c:46]2[n:47][n:48]1>>[CH2:1]([c:2]1[cH:3][cH:4][cH:5][cH:6][cH:7]1)[O:8][c:9]1[c:10]([CH3:26])[cH:11][c:12]([CH2:13][CH:14]([C:15](=[O:16])[O:17][CH3:18])[CH2:19][C:20](=[O:22])[N:58]2[CH2:59][CH2:60][CH:61]([N:64]3[C:65](=[O:75])[NH:66][c:67]4[c:68]([cH:71][cH:72][cH:73][cH:74]4)[CH2:69][CH2:70]3)[CH2:62][CH2:63]2)[cH:23][c:24]1[CH3:25].